This data is from the Open Reaction Database (ORD), a public repository of structured organic reaction records. The task is: describe an organic reaction: reactants, conditions, products, and yield The reactants are C=CCOC(=O)c1c(Oc2nc(OC)cc(OC)n2)ccc2oc(C)c(C(=S)CC)c12, C1CCOC1. Product: CCC(=S)c1c(C)oc2ccc(Oc3nc(OC)cc(OC)n3)c(C(=O)O)c12. Reaction SMILES: [CH3:1][O:2][c:3]1[n:4][c:5]([O:11][c:12]2[cH:13][cH:14][c:15]3[c:16]([c:17]([C:21](=[S:22])[CH2:23][CH3:24])[c:18]([CH3:20])[o:19]3)[c:25]2[C:26](=[O:27])[O:28][CH2:29][CH:30]=[CH2:31])[n:6][c:7]([O:9][CH3:10])[cH:8]1.[O:32]1[CH2:33][CH2:34][CH2:35][CH2:36]1>>[CH3:1][O:2][c:3]1[n:4][c:5]([O:11][c:12]2[cH:13][cH:14][c:15]3[c:16]([c:17]([C:21](=[S:22])[CH2:23][CH3:24])[c:18]([CH3:20])[o:19]3)[c:25]2[C:26](=[O:27])[OH:28])[n:6][c:7]([O:9][CH3:10])[cH:8]1. Reactants: B, C1CCOC1, Cl, [Na+], [OH-], N#CCCN1CCC(c2ccccc2)(c2ccccc2)CC1. Product: NCCCN1CCC(c2ccccc2)(c2ccccc2)CC1. Reaction SMILES: [BH3:23].[CH2:27]1[O:28][CH2:29][CH2:30][CH2:31]1.[ClH:24].[Na+:26].[OH-:25].[c:1]1([C:7]2([c:17]3[cH:18][cH:19][cH:20][cH:21][cH:22]3)[CH2:8][CH2:9][N:10]([CH2:13][CH2:14][C:15]#[N:16])[CH2:11][CH2:12]2)[cH:2][cH:3][cH:4][cH:5][cH:6]1>>[c:1]1([C:7]2([c:17]3[cH:18][cH:19][cH:20][cH:21][cH:22]3)[CH2:8][CH2:9][N:10]([CH2:13][CH2:14][CH2:15][NH2:16])[CH2:11][CH2:12]2)[cH:2][cH:3][cH:4][cH:5][cH:6]1. The reactants are O (water), C(C)OC(=O)C=1N(N=NC1C1=NC=CC=C1)C[Si](C)(C)C (5-pyridin-2-yl-3-trimethylsilanylmethyl-3H-[1,2,3]triazole-4-carboxylic acid ethyl ester), [H-].[Al+3].[Li+].[H-].[H-].[H-] (lithiumaluminiumhydride), O (water), [OH-].[Na+] (NaOH). Run in C1CCOC1 (THF). Reaction conditions: temperature 0 celsius, time 1 hour. Product: N1=C(C=CC=C1)C1=C(N(N=N1)C[Si](C)(C)C)CO ((5-Pyridin-2-yl-3-trimethylsilanylmethyl-3H-[1,2,3]-triazol-4-yl)-methanol). Isolated yield 26.3%. As a reaction SMILES: C([O:3][C:4]([C:6]1[N:7]([CH2:17][Si:18]([CH3:21])([CH3:20])[CH3:19])[N:8]=[N:9][C:10]=1[C:11]1[CH:16]=[CH:15][CH:14]=[CH:13][N:12]=1)=O)C.[H-].[Al+3].[Li+].[H-].[H-].[H-].O.[OH-].[Na+]>C1COCC1>[N:12]1[CH:13]=[CH:14][CH:15]=[CH:16][C:11]=1[C:10]1[N:9]=[N:8][N:7]([CH2:17][Si:18]([CH3:19])([CH3:20])[CH3:21])[C:6]=1[CH2:4][OH:3] |f:1.2.3.4.5.6,8.9|. Procedure details: To a solution of 5-pyridin-2-yl-3-trimethylsilanylmethyl-3H-[1,2,3]triazole-4-carboxylic acid ethyl ester (1.67 g, 5.49 mmol) in dry THF (17 mL) was added portionwise lithiumaluminiumhydride (0.24 g, 6.31 mmol) at 0° C. and the reaction mixture was stirred at 0° C. for 1 h. Then water (240 μL) and NaOH (15%, 240 μL) was added followed by water (720 μL). The precipitate was then filtered off and the filtrate evaporated. Purification by chromatography (silica, 0 to 10% methanol in dichloromethane)... The reactants are CN(CCN(C)C)C (N,N,N',N'-tetramethylethylenediamine), C(CCC)[Li] (butyllithium), C(=O)=O (carbon dioxide), C(C)(C)(C)C1=C(C(=O)C2=CC=CC=C2)C=CC=C1 (2-tert.-butylbenzophenone), C(=C)N1C=NC=C1 (1-vinylimidazole). Run in CCCCCC (n-hexane), O1CCCC1 (tetrahydrofuran), O1CCCC1 (tetrahydrofuran), O (water). Reaction conditions: temperature -60 celsius, time 2 hour. Yields the product C(C)(C)(C)C1=C(C=CC=C1)C(O)(C=1N(C=CN1)C=C)C1=CC=CC=C1 (α-(o-tert.-Butylphenyl)-α-phenyl-1-vinylimidazole-2-methanol). As a reaction SMILES: CN(C)CCN(C)C.[CH:9]([N:11]1[CH:15]=[CH:14][N:13]=[CH:12]1)=[CH2:10].C([Li])CCC.[C:21]([C:25]1[CH:38]=[CH:37][CH:36]=[CH:35][C:26]=1[C:27]([C:29]1[CH:34]=[CH:33][CH:32]=[CH:31][CH:30]=1)=[O:28])([CH3:24])([CH3:23])[CH3:22].C(=O)=O>CCCCCC.O.O1CCCC1>[C:21]([C:25]1[CH:38]=[CH:37][CH:36]=[CH:35][C:26]=1[C:27]([C:29]1[CH:34]=[CH:33][CH:32]=[CH:31][CH:30]=1)([C:12]1[N:11]([CH:9]=[CH2:10])[CH:15]=[CH:14][N:13]=1)[OH:28])([CH3:24])([CH3:22])[CH3:23]. Procedure: To a solution of 28.8 g. (0.25 mol) of N,N,N',N'-tetramethylethylenediamine and 17.6 g. (0.19 mol) of 1-vinylimidazole in 300 ml. of anhydrous tetrahydrofuran, 14 ml. (0.25 mol) of 20% butyllithium in n-hexane were added drop-wise with stirring at -60° C., and under a nitrogen atmosphere over the course of one hour. Stirring was continued for 2 hours under the same conditions, after which a solution of 48 g. (0.20 mol) of 2-tert.-butylbenzophenone in 300 ml. of anhydrous tetrahydrofuran was adde...